From a dataset of the Open Reaction Database (ORD), a public repository of structured organic reaction records. describe an organic reaction: reactants, conditions, products, and yield Reactants: C1CCOC1, CN1CCN(c2ccc(N)cc2)CC1, Cc1c(C(=O)Nc2cccc(C(=O)c3ccc4c(c3)NC(=O)C4=CO)c2)cnn1C. Yields the product Cc1c(C(=O)Nc2cccc(C(=O)c3ccc4c(c3)NC(=O)C4=CNc3ccc(N4CCN(C)CC4)cc3)c2)cnn1C. Reaction SMILES: [CH2:45]1[O:46][CH2:47][CH2:48][CH2:49]1.[CH3:31][N:32]1[CH2:33][CH2:34][N:35]([c:38]2[cH:39][cH:40][c:41]([NH2:44])[cH:42][cH:43]2)[CH2:36][CH2:37]1.[OH:1][CH:2]=[C:3]1[C:4](=[O:30])[NH:5][c:6]2[cH:7][c:8]([C:12](=[O:13])[c:14]3[cH:15][c:16]([NH:20][C:21](=[O:22])[c:23]4[cH:24][n:25][n:26]([CH3:29])[c:27]4[CH3:28])[cH:17][cH:18][cH:19]3)[cH:9][cH:10][c:11]21>>[CH:2](=[C:3]1[C:4](=[O:30])[NH:5][c:6]2[cH:7][c:8]([C:12](=[O:13])[c:14]3[cH:15][c:16]([NH:20][C:21](=[O:22])[c:23]4[cH:24][n:25][n:26]([CH3:29])[c:27]4[CH3:28])[cH:17][cH:18][cH:19]3)[cH:9][cH:10][c:11]21)[NH:44][c:41]1[cH:40][cH:39][c:38]([N:35]2[CH2:34][CH2:33][N:32]([CH3:31])[CH2:37][CH2:36]2)[cH:43][cH:42]1. The reactants are CC(C)(C)OC(=O)Cn1c(=O)n(C(=O)OC(C)(C)C)c2ccc(Cl)cc21, ClCCl, O=C(O)C(F)(F)F. The product is CC(C)(C)OC(=O)Cn1c(=O)[nH]c2ccc(Cl)cc21. RXN SMILES: [C:1]([CH3:2])([CH3:3])([CH3:4])[O:5][C:6](=[O:7])[CH2:8][n:9]1[c:10](=[O:26])[n:11]([C:19]([O:20][C:21]([CH3:22])([CH3:23])[CH3:24])=[O:25])[c:12]2[c:13]1[cH:14][c:15]([Cl:18])[cH:16][cH:17]2.[Cl:34][CH2:35][Cl:36].[OH:27][C:28]([C:29]([F:30])([F:31])[F:32])=[O:33]>>[C:1]([CH3:2])([CH3:3])([CH3:4])[O:5][C:6](=[O:7])[CH2:8][n:9]1[c:10](=[O:26])[nH:11][c:12]2[c:13]1[cH:14][c:15]([Cl:18])[cH:16][cH:17]2. Starting materials: C1CCCCC1 (cyclohexane), N1CCCCC1 (piperidine), O (water), Fe(CO)5, stainless steel, CN1CCCC1 (N-methylpyrrolidine), O (water), O (water), [C]=O (carbon monoxide). Reagents/catalysts: [OH-].[Rh+3].[OH-].[OH-] (rhodium hydroxide). Product: C(C1CCCCC1)N1CCCCC1 (N-hexahydrobenzylpiperidine). The yield is 80.0%. As a reaction SMILES: [CH2:1]1[CH2:6][CH2:5][CH2:4][CH2:3][CH2:2]1.[NH:7]1[CH2:12][CH2:11][CH2:10][CH2:9][CH2:8]1.O.[C]=O.[CH3:16]N1CCCC1>[OH-].[Rh+3].[OH-].[OH-]>[CH2:16]([N:7]1[CH2:12][CH2:11][CH2:10][CH2:9][CH2:8]1)[CH:1]1[CH2:6][CH2:5][CH2:4][CH2:3][CH2:2]1 |f:5.6.7.8,^3:13|. Procedure: A solution of cyclohexane (0.25 mole), piperidine (0.5 mole), water (0.5 mole) and Fe(CO)5 (0.025 mole) in 60 ml N-methylpyrrolidine and rhodium hydroxide [Rh(OH)3 ] (5×10-3 mole) were charged into a stainless steel rocking autoclave of 0.5 liter capacity. The reaction chamber was pressurized by carbon monoxide at 140 atm and heated at 170° for 3 hours. On completion of the reaction period, the pressure vessel was allowed to cool and the gases vented. The reaction mixture was taken out and scrub... Starting materials: [N+](=O)([O-])C=1C=C(C=CC1)S(=O)(=O)OCCC1=CC=C(C=C1)OS(=O)(=O)C1=CC(=CC=C1)[N+](=O)[O-] (4-([3-nitrophenylsulfonyl]oxy)phenethyl 3-nitrobenzenesulfonate), OC1=CC=C(C=O)C=C1 (p-hydroxybenzaldehyde), C([O-])([O-])=O.[K+].[K+] (potassium carbonate). Run in C(C)#N (acetonitrile). The product is [N+](=O)([O-])C=1C=C(C=CC1)S(=O)(=O)OC1=CC=C(C=C1)CCOC1=CC=C(C=C1)C=O (4-[2-(4-formylphenoxy)ethyl]phenyl 3-nitrobenzenesulfonate). Yield: 85.9%. Reaction SMILES: [N+](C1C=C(S([O:13][CH2:14][CH2:15][C:16]2[CH:21]=[CH:20][C:19]([O:22][S:23]([C:26]3[CH:31]=[CH:30][CH:29]=[C:28]([N+:32]([O-:34])=[O:33])[CH:27]=3)(=[O:25])=[O:24])=[CH:18][CH:17]=2)(=O)=O)C=CC=1)([O-])=O.O[C:36]1[CH:43]=[CH:42][C:39]([CH:40]=[O:41])=[CH:38][CH:37]=1.C(=O)([O-])[O-].[K+].[K+]>C(#N)C>[N+:32]([C:28]1[CH:27]=[C:26]([S:23]([O:22][C:19]2[CH:18]=[CH:17][C:16]([CH2:15][CH2:14][O:13][C:36]3[CH:43]=[CH:42][C:39]([CH:40]=[O:41])=[CH:38][CH:37]=3)=[CH:21][CH:20]=2)(=[O:25])=[O:24])[CH:31]=[CH:30][CH:29]=1)([O-:34])=[O:33] |f:2.3.4|. Procedure details: A mixture of 32.5 g (64 mmole) 4-([3-nitrophenylsulfonyl]oxy)phenethyl 3-nitrobenzenesulfonate, 8 g (65 mmole) p-hydroxybenzaldehyde and 20 g (145 mmole) potassium carbonate in 300 ml acetonitrile was refluxed for 10 minutes, then stirred at room temperature over night and thereafter refluxed for 30 minutes. The salts were filtered off and the solvent evaporated in vacuo. Dichloromethane and water were added, the phases were separated, the organic phase was dried and the solvent was evaporated i... The reactants are O=C([O-])[O-], COCCBr, Oc1ccc(F)nc1, [K+], [K+], CN(C)C=O, O. The product is COCCOc1ccc(F)nc1. As a reaction SMILES: [C:14](=[O:15])([O-:16])[O-:17].[CH3:9][O:10][CH2:11][CH2:12][Br:13].[F:1][c:2]1[cH:3][cH:4][c:5]([OH:8])[cH:6][n:7]1.[K+:18].[K+:19].[O:20]=[CH:21][N:22]([CH3:23])[CH3:24].[OH2:25]>>[F:1][c:2]1[cH:3][cH:4][c:5]([O:8][CH2:12][CH2:11][O:10][CH3:9])[cH:6][n:7]1.